Dataset: the Open Reaction Database (ORD), a public repository of structured organic reaction records. Task: describe an organic reaction: reactants, conditions, products, and yield The reactants are COC(=O)NC(=S)Nc1ccccc1N, Cl, O=[N+]([O-])O, Cc1ccc(S(=O)(=O)O)cc1. The product is COC(=O)NC(=S)Nc1ccccc1N, O=[N+]([O-])O. RXN SMILES: [CH3:17][O:18][C:19](=[O:20])[NH:21][C:22](=[S:23])[NH:24][c:25]1[c:26]([NH2:31])[cH:27][cH:28][cH:29][cH:30]1.[ClH:16].[OH:1][N+:2]([O-:3])=[O:4].[c:5]1([CH3:6])[cH:7][cH:8][c:9]([S:10]([OH:11])(=[O:12])=[O:13])[cH:14][cH:15]1>>[CH3:17][O:18][C:19](=[O:20])[NH:21][C:22](=[S:23])[NH:24][c:25]1[c:26]([NH2:31])[cH:27][cH:28][cH:29][cH:30]1.[O:1]=[N+:2]([OH:3])[O-:4]. The reactants are CNC(=O)Cl (methylaminoformyl chloride), Cl (HCl), COC(N[C@@H](C(C)C)C(=O)N1[C@@H](CCC1)C=1NC=C(N1)C1=CC=C(C=C1)C1=C(C=C(C=C1)NC(=O)C=1C=NC(=CC1)N1[C@@H](CN[C@H](C1)C)C)OC(F)(F)F)=O (((S)-1-{(S)-2-[4-(4′-{[6-((2R,5S)-2,5-dimethyl-piperazin-1-yl)-pyridine-3-carbonyl]-amino}-2′-trifluoromethoxy-biphenyl-4-yl)-1H-imidazol-2-yl]-pyrrolidine-1-carbonyl}-2-methyl-propyl)-carbamic acid methyl ester), C(C)(C)N(C(C)C)CC (N,N-diisopropylethylamine), CNC(=O)Cl (methylaminoformyl chloride). Run in CC(=O)N(C)C (DMA), O (water), CC(=O)N(C)C (DMA), C(Cl)Cl (DCM). Reaction conditions: time 50 minute. Product: COC(N[C@@H](C(C)C)C(=O)N1[C@@H](CCC1)C=1NC=C(N1)C1=CC=C(C=C1)C1=C(C=C(C=C1)NC(=O)C=1C=NC(=CC1)N1[C@@H](CN([C@H](C1)C)C(NC)=O)C)OC(F)(F)F)=O (((S)-1-{(S)-2-[4-(4′-{[6-((2R,5S)-2,5-Dimethyl-4-methylcarbamoyl-piperazin-1-yl)-pyridine-3-carbonyl]-amino}-2′-trifluoromethoxy-biphenyl-4-yl)-1H-imidazol-2-yl]-pyrrolidine-1-carbonyl}-2-methyl-propyl)-carbamic acid methyl ester). Reaction SMILES: [CH3:1][O:2][C:3](=[O:55])[NH:4][C@H:5]([C:9]([N:11]1[CH2:15][CH2:14][CH2:13][C@H:12]1[C:16]1[NH:17][CH:18]=[C:19]([C:21]2[CH:26]=[CH:25][C:24]([C:27]3[CH:32]=[CH:31][C:30]([NH:33][C:34]([C:36]4[CH:37]=[N:38][C:39]([N:42]5[CH2:47][C@H:46]([CH3:48])[NH:45][CH2:44][C@H:43]5[CH3:49])=[CH:40][CH:41]=4)=[O:35])=[CH:29][C:28]=3[O:50][C:51]([F:54])([F:53])[F:52])=[CH:23][CH:22]=2)[N:20]=1)=[O:10])[CH:6]([CH3:8])[CH3:7].C(N(CC)C(C)C)(C)C.[CH3:65][NH:66][C:67](Cl)=[O:68].Cl>C(Cl)Cl.CC(N(C)C)=O.O>[CH3:1][O:2][C:3](=[O:55])[NH:4][C@H:5]([C:9]([N:11]1[CH2:15][CH2:14][CH2:13][C@H:12]1[C:16]1[NH:17][CH:18]=[C:19]([C:21]2[CH:26]=[CH:25][C:24]([C:27]3[CH:32]=[CH:31][C:30]([NH:33][C:34]([C:36]4[CH:37]=[N:38][C:39]([N:42]5[CH2:47][C@H:46]([CH3:48])[N:45]([C:67](=[O:68])[NH:66][CH3:65])[CH2:44][C@H:43]5[CH3:49])=[CH:40][CH:41]=4)=[O:35])=[CH:29][C:28]=3[O:50][C:51]([F:54])([F:52])[F:53])=[CH:23][CH:22]=2)[N:20]=1)=[O:10])[CH:6]([CH3:7])[CH3:8]. Procedure: To a solution of ((S)-1-{(S)-2-[4-(4′-{[6-((2R,5S)-2,5-dimethyl-piperazin-1-yl)-pyridine-3-carbonyl]-amino}-2′-trifluoromethoxy-biphenyl-4-yl)-1H-imidazol-2-yl]-pyrrolidine-1-carbonyl}-2-methyl-propyl)-carbamic acid methyl ester (62.8 g, 74.1 mmol; Preparation 3) and N,N-diisopropylethylamine (20.1 mL, 115.2 mmol) in DCM (750 mL) was slowly added 1 M methylaminoformyl chloride in DMA (68.4 mL) over 10 min at 10-15° C. After 50 min, 1 M methylaminoformyl chloride in DMA (3.6 mL) was added and the...